describe an organic reaction: reactants, conditions, products, and yield From a dataset of the Open Reaction Database (ORD), a public repository of structured organic reaction records. Starting materials: BrCCCCCC(=O)N (4-bromobutyl acetamide), N1=CC=C(C=C1)CC1C2=CC=CC=C2C=2C=CC=CC12 (9-(4-pyridinylmethyl)-9H-fluorene). Yields the product O.N1=CC=C(C=C1)CC1(C2=CC=CC=C2C=2C=CC=CC12)CCCC(=O)N.N1=CC=C(C=C1)CC1(C2=CC=CC=C2C=2C=CC=CC12)CCCC(=O)N (9-(4-Pyridinylmethyl)-9H-fluoren-9-butanamide Hemihydrate). The yield is 100.0%. RXN SMILES: BrCC[CH2:4][CH2:5][CH2:6][C:7]([NH2:9])=[O:8].[N:10]1[CH:15]=[CH:14][C:13]([CH2:16][CH:17]2[C:29]3[CH:28]=[CH:27][CH:26]=[CH:25][C:24]=3[C:23]3[C:18]2=[CH:19][CH:20]=[CH:21][CH:22]=3)=[CH:12][CH:11]=1>>[OH2:8].[N:10]1[CH:11]=[CH:12][C:13]([CH2:16][C:17]2([CH2:4][CH2:5][CH2:6][C:7]([NH2:9])=[O:8])[C:18]3[CH:19]=[CH:20][CH:21]=[CH:22][C:23]=3[C:24]3[C:29]2=[CH:28][CH:27]=[CH:26][CH:25]=3)=[CH:14][CH:15]=1.[N:10]1[CH:11]=[CH:12][C:13]([CH2:16][C:17]2([CH2:4][CH2:5][CH2:6][C:7]([NH2:9])=[O:8])[C:18]3[CH:19]=[CH:20][CH:21]=[CH:22][C:23]=3[C:24]3[C:29]2=[CH:28][CH:27]=[CH:26][CH:25]=3)=[CH:14][CH:15]=1 |f:2.3.4|. Procedure: By substituting 4-bromobutyl acetamide and 9-(4-pyridinylmethyl)-9H-fluorene in Ex. 1, the product was obtained in 100% yield; mp 50°-52° C. Reactants: O (H2O), CN(C)C=O (DMF), C(CCC)[Sn](C1=CC=CC(=N1)N1CCOCC1)(CCCC)CCCC (4-(6-(tributylstannyl)pyridin-2-yl)morpholine), BrC=1C=C2C(=CN(C2=CC1)C(=O)OC(C)(C)C)I (tert-butyl 5-bromo-3-iodo-1H-indole-1-carboxylate). The reagents and catalysts are C=1C=CC(=CC1)[P](C=2C=CC=CC2)(C=3C=CC=CC3)[Pd]([P](C=4C=CC=CC4)(C=5C=CC=CC5)C=6C=CC=CC6)([P](C=7C=CC=CC7)(C=8C=CC=CC8)C=9C=CC=CC9)[P](C=1C=CC=CC1)(C=1C=CC=CC1)C=1C=CC=CC1 (Pd(PPh3)4), [Cu]I (CuI). The solvent is C(Cl)Cl (DCM). Conditions: temperature 100 celsius. Product: BrC=1C=C2C(=CN(C2=CC1)C(=O)OC(C)(C)C)C1=NC(=CC=C1)N1CCOCC1 (tert-butyl 5-bromo-3-(6-morpholinopyridin-2-yl)-1H-indole-1-carboxylate). Yield: 53.1%. As a reaction SMILES: [Br:1][C:2]1[CH:3]=[C:4]2[C:8](=[CH:9][CH:10]=1)[N:7]([C:11]([O:13][C:14]([CH3:17])([CH3:16])[CH3:15])=[O:12])[CH:6]=[C:5]2I.CN(C=O)C.C([Sn](CCCC)(CCCC)[C:29]1[N:34]=[C:33]([N:35]2[CH2:40][CH2:39][O:38][CH2:37][CH2:36]2)[CH:32]=[CH:31][CH:30]=1)CCC.O>C1C=CC([P]([Pd]([P](C2C=CC=CC=2)(C2C=CC=CC=2)C2C=CC=CC=2)([P](C2C=CC=CC=2)(C2C=CC=CC=2)C2C=CC=CC=2)[P](C2C=CC=CC=2)(C2C=CC=CC=2)C2C=CC=CC=2)(C2C=CC=CC=2)C2C=CC=CC=2)=CC=1.[Cu]I.C(Cl)Cl>[Br:1][C:2]1[CH:3]=[C:4]2[C:8](=[CH:9][CH:10]=1)[N:7]([C:11]([O:13][C:14]([CH3:17])([CH3:16])[CH3:15])=[O:12])[CH:6]=[C:5]2[C:29]1[CH:30]=[CH:31][CH:32]=[C:33]([N:35]2[CH2:36][CH2:37][O:38][CH2:39][CH2:40]2)[N:34]=1 |^1:53,55,74,93|. Procedure: To a mixture of Pd(PPh3)4 (255.0 mg, 220.6 μmol), tert-butyl 5-bromo-3-iodo-1H-indole-1-carboxylate (1000 mg, 2369 μmol) and CuI (546.2 mg, 2868 μmol) was added DMF (12 mL) followed by 4-(6-(tributylstannyl)pyridin-2-yl)morpholine (1000 mg, 2206 μmol). The mixture was heated at 100° C. for 20 min. After cooled to RT, the reaction was added H2O (5 mL) and DCM (5 mL). The organic layer was separated. The aqueous layer was extracted with DCM (10 mL×2). The organic layers were combined, dried with s... The product is C(C)OC(=O)C=1C(=C(NC1CCCCBr)C(=O)OC(C)(C)C)C (5-(4-bromo-butyl)-3-methyl-1H-pyrrole-2,4-dicarboxylic acid 2-tert-butyl ester 4-ethyl ester). The yield is 67.6%. Starting materials: C(C)OC(=O)C=1C(=C(NC1C=CCCBr)C(=O)OC(C)(C)C)C (5-(4-bromo-but-1-enyl)-3-methyl-1H-pyrrole-2,4-dicarboxylic acid 2-tert-butyl ester 4-ethyl ester). Procedure: 5-(4-Bromo-but-1-enyl)-3-methyl-1H-pyrrole-2,4-dicarboxylic acid 2-tert-butyl ester 4-ethyl ester 60b (30 mg, 0.08 mmol) was dissolved in 3 ml of ethanol under stirring, and added with palladium on activated carbon (6 mg, 5%) to the solution at room temperature. The reaction mixture was stirred for 45 minutes under a hydrogen atmosphere. After thin lay chromatography showed the disappearance of starting materials, the reaction mixture was filtered, concentrated under reduced pressure to obtain t... Reagents/catalysts: [Pd] (palladium on activated carbon). RXN SMILES: [CH2:1]([O:3][C:4]([C:6]1[C:7]([CH3:23])=[C:8]([C:16]([O:18][C:19]([CH3:22])([CH3:21])[CH3:20])=[O:17])[NH:9][C:10]=1[CH:11]=[CH:12][CH2:13][CH2:14][Br:15])=[O:5])[CH3:2]>C(O)C.[Pd]>[CH2:1]([O:3][C:4]([C:6]1[C:7]([CH3:23])=[C:8]([C:16]([O:18][C:19]([CH3:22])([CH3:21])[CH3:20])=[O:17])[NH:9][C:10]=1[CH2:11][CH2:12][CH2:13][CH2:14][Br:15])=[O:5])[CH3:2]. The solvent is C(C)O (ethanol). Starting materials: CCCOC(=O)C1(O)CCC(C)(C)c2ccc(C=Cc3ccc(C(=O)OCC)cc3)cc21, CC[N+](CC)(CC)S(=O)(=O)NC(=O)OC, CCOC(C)=O, CCCCCC, [OH-], c1ccccc1. The product is CCCOC(=O)C1=CCC(C)(C)c2ccc(C=Cc3ccc(C(=O)OCC)cc3)cc21. As a reaction SMILES: [CH3:1][C:2]1([CH3:32])[c:3]2[cH:4][cH:5][c:6]([CH:19]=[CH:20][c:21]3[cH:22][cH:23][c:24]([C:25](=[O:26])[O:27][CH2:28][CH3:29])[cH:30][cH:31]3)[cH:7][c:8]2[C:9]([C:12](=[O:13])[O:14][CH2:15][CH2:16][CH3:17])([OH:18])[CH2:10][CH2:11]1.[CH3:34][O:35][C:36]([NH:37][S:38]([N+:39]([CH2:40][CH3:41])([CH2:42][CH3:43])[CH2:44][CH3:45])(=[O:46])=[O:47])=[O:48].[CH3:49][CH2:50][O:51][C:52](=[O:53])[CH3:54].[CH3:61][CH2:62][CH2:63][CH2:64][CH2:65][CH3:66].[OH-:33].[cH:55]1[cH:56][cH:57][cH:58][cH:59][cH:60]1>>[CH3:1][C:2]1([CH3:32])[c:3]2[cH:4][cH:5][c:6]([CH:19]=[CH:20][c:21]3[cH:22][cH:23][c:24]([C:25](=[O:26])[O:27][CH2:28][CH3:29])[cH:30][cH:31]3)[cH:7][c:8]2[C:9]([C:12](=[O:13])[O:14][CH2:15][CH2:16][CH3:17])=[CH:10][CH2:11]1. Reactants: CCC(CC)(c1ccc(CCC(O[Si](C)(C)C(C)(C)C)C(C)(C)C)c(C)c1)c1ccc(B2OC(C)(C)C(C)(C)O2)c(C)c1, Cc1ccccc1, COC(=O)C(NC(=O)OC(C)(C)C)c1ccc(Cl)cc1, COc1cccc(OC)c1-c1ccccc1P(C1CCCCC1)C1CCCCC1, [K+], [K+], [K+], CC(=O)[O-], CC(=O)[O-], O, O=P([O-])([O-])[O-], [Pd+2]. The product is CCC(CC)(c1ccc(CCC(O[Si](C)(C)C(C)(C)C)C(C)(C)C)c(C)c1)c1ccc(-c2ccc(C(NC(=O)OC(C)(C)C)C(=O)OC)cc2)c(C)c1. As a reaction SMILES: [C:1]([CH3:2])([CH3:3])([CH3:4])[Si:5]([CH3:6])([CH3:7])[O:8][CH:9]([C:10]([CH3:11])([CH3:12])[CH3:13])[CH2:14][CH2:15][c:16]1[c:17]([CH3:43])[cH:18][c:19]([C:22]([CH2:23][CH3:24])([c:25]2[cH:26][c:27]([CH3:40])[c:28]([B:31]3[O:32][C:33]([CH3:34])([CH3:35])[C:36]([CH3:37])([CH3:38])[O:39]3)[cH:29][cH:30]2)[CH2:41][CH3:42])[cH:20][cH:21]1.[CH3:111][c:112]1[cH:113][cH:114][cH:115][cH:116][cH:117]1.[CH3:44][O:45][C:46]([CH:47]([c:48]1[cH:49][cH:50][c:51]([Cl:54])[cH:52][cH:53]1)[NH:55][C:56](=[O:57])[O:58][C:59]([CH3:60])([CH3:61])[CH3:62])=[O:63].[CH:64]1([P:65]([CH:66]2[CH2:67][CH2:68][CH2:69][CH2:70][CH2:71]2)[c:72]2[cH:73][cH:74][cH:75][cH:76][c:77]2-[c:78]2[c:79]([O:80][CH3:81])[cH:82][cH:83][cH:84][c:85]2[O:86][CH3:87])[CH2:88][CH2:89][CH2:90][CH2:91][CH2:92]1.[K+:100].[K+:98].[K+:99].[O-:102][C:103]([CH3:104])=[O:105].[O-:106][C:107]([CH3:108])=[O:109].[OH2:110].[P:93]([O-:94])([O-:95])([O-:96])=[O:97].[Pd+2:101]>>[C:1]([CH3:2])([CH3:3])([CH3:4])[Si:5]([CH3:6])([CH3:7])[O:8][CH:9]([C:10]([CH3:11])([CH3:12])[CH3:13])[CH2:14][CH2:15][c:16]1[c:17]([CH3:43])[cH:18][c:19]([C:22]([CH2:23][CH3:24])([c:25]2[cH:26][c:27]([CH3:40])[c:28](-[c:51]3[cH:50][cH:49][c:48]([CH:47]([C:46]([O:45][CH3:44])=[O:63])[NH:55][C:56](=[O:57])[O:58][C:59]([CH3:60])([CH3:61])[CH3:62])[cH:53][cH:52]3)[cH:29][cH:30]2)[CH2:41][CH3:42])[cH:20][cH:21]1. The reactants are COC([C@@H](NC(=O)NC=1SC(NN1)=S)CC1=CC=CC=C1)=O (N-[[(4,5-dihydro-5-thioxo-1,3,4-thiadiazol-2-yl)amino]carbonyl]-L-phenylalanine methyl ester), C(C1=CC=CC=C1)N (benzylamine). Run in CCOC(=O)C (EtOAc). The product is S=C1NN=C(S1)NC(=O)N[C@H](C(=O)NCC1=CC=CC=C1)CC1=CC=CC=C1 (α-[[[(4,5-Dihydro-5-thioxo-1,3,4-thiadiazol-2-yl)amino]carbonyl]-amino]-N-(phenylmethyl)-(S)-benzenepropanamide). RXN SMILES: CO[C:3](=[O:22])[C@H:4]([CH2:15][C:16]1[CH:21]=[CH:20][CH:19]=[CH:18][CH:17]=1)[NH:5][C:6]([NH:8][C:9]1[S:10][C:11](=[S:14])[NH:12][N:13]=1)=[O:7].[CH2:23]([NH2:30])[C:24]1[CH:29]=[CH:28][CH:27]=[CH:26][CH:25]=1>CCOC(C)=O>[S:14]=[C:11]1[S:10][C:9]([NH:8][C:6]([NH:5][C@@H:4]([CH2:15][C:16]2[CH:17]=[CH:18][CH:19]=[CH:20][CH:21]=2)[C:3]([NH:30][CH2:23][C:24]2[CH:29]=[CH:28][CH:27]=[CH:26][CH:25]=2)=[O:22])=[O:7])=[N:13][NH:12]1. Procedure details: A solution of N-[[(4,5-dihydro-5-thioxo-1,3,4-thiadiazol-2-yl)amino]carbonyl]-L-phenylalanine methyl ester (EXAMPLE 1, 200 mg, 0.591 mmol) and benzylamine (1.0 mL) is stirred for 3 days at room temperature. The mixture is diluted with EtOAc and washed several times with 10% HCl and brine. The organic layer is dried (MgSO4), filtered, and concentrated to give 214 mg of the amide. Recrystallization from hot CH2Cl2 /hexane gives 150 mg (61%) of the title compound as a white solid (mp 198°-200° C.)....